Dataset: the Open Reaction Database (ORD), a public repository of structured organic reaction records. Task: describe an organic reaction: reactants, conditions, products, and yield Starting materials: FC1=C(C=CC(=C1)OC)C=1N=CC2=C(N1)C=1CCCCC1N2 (2-(2-fluoro-4-methoxyphenyl)-6,7,8,9-tetrahydro-5H-indolo[3,2-d]pyrimidine). Reagents/catalysts: [Pd] (palladium black). Run at temperature 230 celsius, time 1 hour. The product is FC1=C(C=CC(=C1)OC)C=1N=CC2=C(N1)C=1C=CC=CC1N2 (2-(2-Fluoro-4-methoxyphenyl)-5H-indolo[3,2-d]pyrimidine). Reaction SMILES: [F:1][C:2]1[CH:7]=[C:6]([O:8][CH3:9])[CH:5]=[CH:4][C:3]=1[C:10]1[N:11]=[CH:12][C:13]2[NH:22][C:21]3[CH2:20][CH2:19][CH2:18][CH2:17][C:16]=3[C:14]=2[N:15]=1>[Pd]>[F:1][C:2]1[CH:7]=[C:6]([O:8][CH3:9])[CH:5]=[CH:4][C:3]=1[C:10]1[N:11]=[CH:12][C:13]2[NH:22][C:21]3[CH:20]=[CH:19][CH:18]=[CH:17][C:16]=3[C:14]=2[N:15]=1. Reported procedure: A mixture of 2-(2-fluoro-4-methoxyphenyl)-6,7,8,9-tetrahydro-5H-indolo[3,2-d]pyrimidine (300 mg) and palladium black (300 mg) in 3 mL of mesityline was stirred at 230° C. in a sealed tube for 1 h. The reaction mixture was filtered and the residue subjected to flash chromatography on silica gel with 30% ethyl acetate/hexane as the eluent. In this manner 2-(2-Fluoro-4-methoxyphenyl)-5H-indolo[3,2-d]pyrimidine (Compound 1), m.p. 202°-203° C. was obtained as white crystals. Starting materials: ClC=1C=C2C=CC(=NC2=CC1)NCCOC1=CC=CC=C1 ((6-Chloro-quinolin-2-yl)-(2-phenoxy-ethyl)-amine), CN(CCN)C (N,N-Dimethylethylendiamine), sodium tert.-butylate, 1,1′-bis(diphenylphosphin)ferrocen, 1,1′-bis(diphenyl-phosphin)ferrocen-palladium(II)chloride. The solvent is O1CCOCC1 (dioxane). Conditions: temperature 120 celsius, time 8 hour. Yields the product CN(CCNC=1C=C2C=CC(=NC2=CC1)NCCOC1=CC=CC=C1)C (N6-(2-Dimethylamino-ethyl)-N2-(2-phenoxy-ethyl)quinoline-2,6-diamine), oil. Isolated yield 30.0%. RXN SMILES: Cl[C:2]1[CH:3]=[C:4]2[C:9](=[CH:10][CH:11]=1)[N:8]=[C:7]([NH:12][CH2:13][CH2:14][O:15][C:16]1[CH:21]=[CH:20][CH:19]=[CH:18][CH:17]=1)[CH:6]=[CH:5]2.[CH3:22][N:23]([CH3:27])[CH2:24][CH2:25][NH2:26]>O1CCOCC1>[CH3:22][N:23]([CH3:27])[CH2:24][CH2:25][NH:26][C:2]1[CH:3]=[C:4]2[C:9](=[CH:10][CH:11]=1)[N:8]=[C:7]([NH:12][CH2:13][CH2:14][O:15][C:16]1[CH:21]=[CH:20][CH:19]=[CH:18][CH:17]=1)[CH:6]=[CH:5]2. Procedure details: (6-Chloro-quinolin-2-yl)-(2-phenoxy-ethyl)-amine (100 mg, 0.33 mmol) was dissolved in 1.5 mL dioxane. Argon was bubbled through the solution for 2 minutes to remove oxygen. N,N-Dimethylethylendiamine (149 mg, 1.69 mmol), sodium tert.-butylate (80 mg, 0.83 mmol), 1,1′-bis(diphenylphosphin)ferrocen (21 mg, 0.037 mmol) and 1,1′-bis(diphenyl-phosphin)ferrocen-palladium(II)chloride (10 mg, 0.012 mmol) were added. The reaction mixture was stirred in a sealed tube at 120° C. overnight. The solvent was ... Starting materials: C=CC(=O)OC(C)(C)C, [Li]CCCC, C1CCOC1, CC(NCc1ccccc1)c1ccccc1. The product is CC(c1ccccc1)N(CCC(=O)OC(C)(C)C)Cc1ccccc1. As a reaction SMILES: [C:22]([CH:23]=[CH2:24])(=[O:25])[O:26][C:27]([CH3:28])([CH3:29])[CH3:30].[CH2:1]([Li:2])[CH2:3][CH2:4][CH3:5].[CH2:31]1[O:32][CH2:33][CH2:34][CH2:35]1.[CH2:6]([c:7]1[cH:8][cH:9][cH:10][cH:11][cH:12]1)[NH:13][CH:14]([CH3:15])[c:16]1[cH:17][cH:18][cH:19][cH:20][cH:21]1>>[CH2:6]([c:7]1[cH:8][cH:9][cH:10][cH:11][cH:12]1)[N:13]([CH:14]([CH3:15])[c:16]1[cH:17][cH:18][cH:19][cH:20][cH:21]1)[CH2:24][CH2:23][C:22](=[O:25])[O:26][C:27]([CH3:28])([CH3:29])[CH3:30]. Reactants: TEA, C(C)OC(C(=C)CC=1C(=NC(=CC1)NC(=O)OC(C)(C)C)C)=O (2-(6-tert-butoxycarbonylamino-2-methyl-pyridin-3-ylmethyl)-acrylic acid ethyl ester), C(C)(=S)O (thioacetic acid), CCOC(=O)C (EtOAc). Conditions: time 64 hour. Product: C(C)OC(C(CC=1C(=NC(=CC1)NC(=O)OC(C)(C)C)C)CSC(C)=O)=O (2-acetylsulfanylmethyl-3-(6-tert-butoxycarbonylamino-2-methyl-pyridin-3-yl)-propionic acid ethyl ester). Yield: 87.0%. RXN SMILES: [CH2:1]([O:3][C:4](=[O:23])[C:5]([CH2:7][C:8]1[C:9]([CH3:22])=[N:10][C:11]([NH:14][C:15]([O:17][C:18]([CH3:21])([CH3:20])[CH3:19])=[O:16])=[CH:12][CH:13]=1)=[CH2:6])[CH3:2].CCOC(C)=O.[C:30]([OH:33])(=[S:32])[CH3:31]>>[CH2:1]([O:3][C:4](=[O:23])[CH:5]([CH2:6][S:32][C:30](=[O:33])[CH3:31])[CH2:7][C:8]1[C:9]([CH3:22])=[N:10][C:11]([NH:14][C:15]([O:17][C:18]([CH3:19])([CH3:21])[CH3:20])=[O:16])=[CH:12][CH:13]=1)[CH3:2]. Reported procedure: TEA (0.556 mL, 3.99 mmol) was added to a solution of 2-(6-tert-butoxycarbonylamino-2-methyl-pyridin-3-ylmethyl)-acrylic acid ethyl ester (1.23 g, 3.84 mmol) in thioacetic acid (10 mL) at 0 ° C. under argon. The mixture was stirred at room temperature for 64 h. EtOAc was added and the solution was washed with Na2CO3 and brine, dried and concentrated under reduced pressure. Flash chromatography (toluene/EtOAc, 5:1→1:1) gave 2-acetylsulfanylmethyl-3-(6-tert-butoxycarbonylamino-2-methyl-pyridin-3-yl... Starting materials: C([O-])([O-])=O.[Cs+].[Cs+] (Cesium carbonate), IC(C)C1CNC(O1)=O (5-(1-iodoethyl)-1,3-oxazolidin-2-one), FC(C1=CC(=NC=C1)NC1=NC(=CC(=C1)C)C=1C=NNC1)F (N-[4-(difluoromethyl)pyridin-2-yl]-4-methyl-6-(1H-pyrazol-4-yl)pyridin-2-amine). Solvent: CN(C)C=O (DMF), [Cl-].[Na+].O (brine). Run at temperature 80 celsius. The product is FC(C1=CC(=NC=C1)NC1=CC(=CC(=N1)C=1C=NN(C1)C1(CNC(O1)=O)CC)C)F (racemic 5-[4-(6-{[4-(difluoromethyl)pyridin-2-yl]amino}-4-methylpyridin-2-yl)-1H-pyrazol-1-yl]-5-ethyl-1,3-oxazolidin-2-one). RXN SMILES: C(=O)([O-])[O-].[Cs+].[Cs+].I[CH:8]([CH:10]1[O:14][C:13](=[O:15])[NH:12][CH2:11]1)[CH3:9].[F:16][CH:17]([F:37])[C:18]1[CH:23]=[CH:22][N:21]=[C:20]([NH:24][C:25]2[CH:30]=[C:29]([CH3:31])[CH:28]=[C:27]([C:32]3[CH:33]=[N:34][NH:35][CH:36]=3)[N:26]=2)[CH:19]=1>CN(C=O)C.[Cl-].[Na+].O>[F:37][CH:17]([F:16])[C:18]1[CH:23]=[CH:22][N:21]=[C:20]([NH:24][C:25]2[N:26]=[C:27]([C:32]3[CH:36]=[N:35][N:34]([C:10]4([CH2:8][CH3:9])[O:14][C:13](=[O:15])[NH:12][CH2:11]4)[CH:33]=3)[CH:28]=[C:29]([CH3:31])[CH:30]=2)[CH:19]=1 |f:0.1.2,6.7.8|. Procedure details: Cesium carbonate (320 mg, 0.99 mmol) and 5-(1-iodoethyl)-1,3-oxazolidin-2-one (160 mg, 0.66 mmol) were added to a solution of N-[4-(difluoromethyl)pyridin-2-yl]-4-methyl-6-(1H-pyrazol-4-yl)pyridin-2-amine (100 mg, 0.33 mmol) in DMF (1 mL) under a nitrogen atmosphere at 20° C. The mixture was stirred under nitrogen and heated to 80° C. for 12 hours. The reaction mixture was cooled to 20° C. and then diluted with brine (50 mL) and extracted with ethyl acetate (3×50 mL). The organic layers were com... Procedure: (5-Bromo-pyrimidin-2-yl)-(5′-isopropyl-2′-methoxy-4-trifluoromethyl-biphenyl-2-ylmethyl)-amine (3.30 g) is dissolved in toluene (30 ml), and thereto are added tris(dibenzylideneacetone)dipalladium (1.26 g), 2-(di-tert-butylphosphino)biphenyl (1.23 g), morpholine (2.4 ml) and sodium tert-butoxide (1.32 g) and the mixture is degassed under reduced pressure and stirred under nitrogen flow at 50° C. overnight. To the reaction mixture is added a saturated brine, and extracted with ethyl acetate. The ... Run in C1(=CC=CC=C1)C (toluene). Starting materials: C(C)(C)(C)P(C1=C(C=CC=C1)C1=CC=CC=C1)C(C)(C)C (2-(di-tert-butylphosphino)biphenyl), N1CCOCC1 (morpholine), CC(C)([O-])C.[Na+] (sodium tert-butoxide), BrC=1C=NC(=NC1)NCC1=C(C=CC(=C1)C(F)(F)F)C1=C(C=CC(=C1)C(C)C)OC ((5-Bromo-pyrimidin-2-yl)-(5′-isopropyl-2′-methoxy-4-trifluoromethyl-biphenyl-2-ylmethyl)-amine). RXN SMILES: Br[C:2]1[CH:3]=[N:4][C:5]([NH:8][CH2:9][C:10]2[CH:15]=[C:14]([C:16]([F:19])([F:18])[F:17])[CH:13]=[CH:12][C:11]=2[C:20]2[CH:25]=[C:24]([CH:26]([CH3:28])[CH3:27])[CH:23]=[CH:22][C:21]=2[O:29][CH3:30])=[N:6][CH:7]=1.C(P(C(C)(C)C)C1C=CC=CC=1C1C=CC=CC=1)(C)(C)C.[NH:52]1[CH2:57][CH2:56][O:55][CH2:54][CH2:53]1.CC(C)([O-])C.[Na+]>C1(C)C=CC=CC=1.C1C=CC(/C=C/C(/C=C/C2C=CC=CC=2)=O)=CC=1.C1C=CC(/C=C/C(/C=C/C2C=CC=CC=2)=O)=CC=1.C1C=CC(/C=C/C(/C=C/C2C=CC=CC=2)=O)=CC=1.[Pd].[Pd]>[CH:26]([C:24]1[CH:23]=[CH:22][C:21]([O:29][CH3:30])=[C:20]([C:11]2[CH:12]=[CH:13][C:14]([C:16]([F:19])([F:18])[F:17])=[CH:15][C:10]=2[CH2:9][NH:8][C:5]2[N:4]=[CH:3][C:2]([N:52]3[CH2:57][CH2:56][O:55][CH2:54][CH2:53]3)=[CH:7][N:6]=2)[CH:25]=1)([CH3:28])[CH3:27] |f:3.4,6.7.8.9.10|. Product: C(C)(C)C=1C=CC(=C(C1)C1=C(C=C(C=C1)C(F)(F)F)CNC1=NC=C(C=N1)N1CCOCC1)OC ((5′-isopropyl-2′-methoxy-4-trifluoromethyl-biphenyl-2-ylmethyl)-(5-morpholin-4-yl-pyrimidin-2-yl)-amine). The reagents and catalysts are C=1C=CC(=CC1)/C=C/C(=O)/C=C/C2=CC=CC=C2.C=1C=CC(=CC1)/C=C/C(=O)/C=C/C2=CC=CC=C2.C=1C=CC(=CC1)/C=C/C(=O)/C=C/C2=CC=CC=C2.[Pd].[Pd] (tris(dibenzylideneacetone)dipalladium). Conditions: temperature 50 celsius, time 8 hour. Starting materials: ClCCl, O, O=C(OO)c1cccc(Cl)c1, CCOC(=O)N1Cc2cccnc2C1. The product is CCOC(=O)N1Cc2ccc[n+]([O-])c2C1. RXN SMILES: [Cl:27][CH2:28][Cl:29].[OH2:26].[OH:1][O:2][C:3]([c:4]1[cH:5][c:6]([Cl:7])[cH:8][cH:9][cH:10]1)=[O:11].[n:12]1[c:13]2[c:14]([cH:15][cH:16][cH:17]1)[CH2:18][N:19]([C:21](=[O:22])[O:23][CH2:24][CH3:25])[CH2:20]2>>[O-:1][n+:12]1[c:13]2[c:14]([cH:15][cH:16][cH:17]1)[CH2:18][N:19]([C:21](=[O:22])[O:23][CH2:24][CH3:25])[CH2:20]2. Reactants: C(Cl)(Cl)Cl (chloroform), Cl (hydrochloric acid), [Si](C)(C)(C(C)(C)C)O[C@@H]1C[C@H](N(C1)C(=O)OCC1=CC=C(C=C1)[N+](=O)[O-])CN1C=NC=C1 ((2S,4R)-4-t-butyldimethylsilyloxy-2-(imidazol-1-yl)methyl-1-(4-nitrobenzyloxycarbonyl)-pyrrolidine), C(O)([O-])=O.[Na+] (sodium hydrogen carbonate). The solvent is O (water), CO (methanol). Run at time 1 hour. Product: O[C@@H]1C[C@H](N(C1)C(=O)OCC1=CC=C(C=C1)[N+](=O)[O-])CN1C=NC=C1 ((2S,4R)-4-hydroxy-2-(imidazol-1-yl)methyl-1-(4-nitrobenzyloxycarbonyl) pyrrolidine). Isolated yield 68.6%. Reaction SMILES: Cl.[Si]([O:9][C@H:10]1[CH2:14][N:13]([C:15]([O:17][CH2:18][C:19]2[CH:24]=[CH:23][C:22]([N+:25]([O-:27])=[O:26])=[CH:21][CH:20]=2)=[O:16])[C@H:12]([CH2:28][N:29]2[CH:33]=[CH:32][N:31]=[CH:30]2)[CH2:11]1)(C(C)(C)C)(C)C.C(=O)([O-])O.[Na+].C(Cl)(Cl)Cl>CO.O>[OH:9][C@H:10]1[CH2:14][N:13]([C:15]([O:17][CH2:18][C:19]2[CH:20]=[CH:21][C:22]([N+:25]([O-:27])=[O:26])=[CH:23][CH:24]=2)=[O:16])[C@H:12]([CH2:28][N:29]2[CH:33]=[CH:32][N:31]=[CH:30]2)[CH2:11]1 |f:2.3|. Reported procedure: Conc. hydrochloric acid (0.5 ml) was added to a solution of (2S,4R)-4-t-butyldimethylsilyloxy-2-(imidazol-1-yl)methyl-1-(4-nitrobenzyloxycarbonyl)-pyrrolidine (1.55 g) in methanol (15 ml). After stirring at ambient temperature for one hour, saturated aqueous sodium hydrogen carbonate (3 ml) was added to the mixture. The reaction mixture was concentrated under reduced pressure to give a residue. To the residue was added a mixture of chloroform (30 ml) and water (30 ml). The organic layer was sepa... Reactants: Cl.O1CCOCC1 (hydrochloric acid dioxane), C(C)(C)(C)OC(NC1=CSC(=C1)C1=NC=CC=N1)=O (tert-butyl(5-(pyrimidin-2-yl)thiophen-3-yl)carbamate). Run at time 90 minute. The product is Cl.N1=C(N=CC=C1)C1=CC(=CS1)N (5-(pyrimidin-2-yl)thiophen-3-amine hydrochloride). RXN SMILES: [ClH:1].O1CCOCC1.C(OC(=O)[NH:14][C:15]1[CH:19]=[C:18]([C:20]2[N:25]=[CH:24][CH:23]=[CH:22][N:21]=2)[S:17][CH:16]=1)(C)(C)C>>[ClH:1].[N:21]1[CH:22]=[CH:23][CH:24]=[N:25][C:20]=1[C:18]1[S:17][CH:16]=[C:15]([NH2:14])[CH:19]=1 |f:0.1,3.4|. Reported procedure: A 4 N hydrochloric acid-dioxane solution (8 mL) was added to tert-butyl(5-(pyrimidin-2-yl)thiophen-3-yl)carbamate obtained in the above-described Step (544 mg), and the reaction solution was stirred at room temperature for 90 minutes. The solvent was evaporated under vacuum to obtain 5-(pyrimidin-2-yl)thiophen-3-amine hydrochloride as a brown solid.